From a dataset of the Open Reaction Database (ORD), a public repository of structured organic reaction records. describe an organic reaction: reactants, conditions, products, and yield The product is CC(C)(COc1ccc(C2(C#N)CCOCC2)cc1)CN1CCCC1. Reaction SMILES: [CH2:60]1[O:61][CH2:62][CH2:63][CH2:64]1.[CH3:16][C:17]([CH2:18][OH:19])([CH2:20][N:21]1[CH2:22][CH2:23][CH2:24][CH2:25]1)[CH3:26].[O:46]=[C:47]([O:48][CH:49]([CH3:50])[CH3:51])[N:52]=[N:53][C:54]([O:55][CH:56]([CH3:57])[CH3:58])=[O:59].[OH:1][c:2]1[cH:3][cH:4][c:5]([C:8]2([C:14]#[N:15])[CH2:9][CH2:10][O:11][CH2:12][CH2:13]2)[cH:6][cH:7]1.[c:27]1([P:28]([c:29]2[cH:30][cH:31][cH:32][cH:33][cH:34]2)[c:35]2[cH:36][cH:37][cH:38][cH:39][cH:40]2)[cH:41][cH:42][cH:43][cH:44][cH:45]1>>[O:1]([c:2]1[cH:3][cH:4][c:5]([C:8]2([C:14]#[N:15])[CH2:9][CH2:10][O:11][CH2:12][CH2:13]2)[cH:6][cH:7]1)[CH2:18][C:17]([CH3:16])([CH2:20][N:21]1[CH2:22][CH2:23][CH2:24][CH2:25]1)[CH3:26]. Starting materials: C1CCOC1, CC(C)(CO)CN1CCCC1, CC(C)OC(=O)N=NC(=O)OC(C)C, N#CC1(c2ccc(O)cc2)CCOCC1, c1ccc(P(c2ccccc2)c2ccccc2)cc1. Reactants: CC(C)N1CCC(Oc2ccc3c(c2)cc2n3C(C)CNC2=O)CC1, Cc1noc(C)c1CCl, [H-], [Na+]. Product: Cc1noc(C)c1CN1CC(C)n2c(cc3cc(OC4CCN(C(C)C)CC4)ccc32)C1=O. RXN SMILES: [CH:1]([CH3:2])([CH3:3])[N:4]1[CH2:5][CH2:6][CH:7]([O:10][c:11]2[cH:12][c:13]3[cH:14][c:15]4[n:16]([c:17]3[cH:18][cH:19]2)[CH:20]([CH3:25])[CH2:21][NH:22][C:23]4=[O:24])[CH2:8][CH2:9]1.[Cl:28][CH2:29][c:30]1[c:31]([CH3:36])[n:32][o:33][c:34]1[CH3:35].[H-:26].[Na+:27]>>[CH:1]([CH3:2])([CH3:3])[N:4]1[CH2:5][CH2:6][CH:7]([O:10][c:11]2[cH:12][c:13]3[cH:14][c:15]4[n:16]([c:17]3[cH:18][cH:19]2)[CH:20]([CH3:25])[CH2:21][N:22]([CH2:29][c:30]2[c:31]([CH3:36])[n:32][o:33][c:34]2[CH3:35])[C:23]4=[O:24])[CH2:8][CH2:9]1. As a reaction SMILES: [CH3:17][C:18]#[N:19].[CH3:1][O:2][C:3]([c:4]1[cH:5][cH:6][c:7]([O:10][CH:11]([CH3:12])[CH3:13])[cH:8][cH:9]1)=[O:14].[CH3:21][c:22]1[cH:23][cH:24][cH:25][cH:26][cH:27]1.[ClH:20].[H-:16].[Na+:15]>>[C:3]([c:4]1[cH:5][cH:6][c:7]([O:10][CH:11]([CH3:12])[CH3:13])[cH:8][cH:9]1)(=[O:14])[CH2:17][C:18]#[N:19]. The product is CC(C)Oc1ccc(C(=O)CC#N)cc1. Reactants: CC#N, COC(=O)c1ccc(OC(C)C)cc1, Cc1ccccc1, Cl, [H-], [Na+]. The reactants are C1CCOC1, CCN(C(C)C)C(C)C, Nc1cnc2c(c1)CC1(C2)C(=O)Nc2ncccc21, O=C(O)Cn1c(=O)n(-c2ccncn2)c2ccccc21. The product is O=C(Cn1c(=O)n(-c2ccncn2)c2ccccc21)Nc1cnc2c(c1)CC1(C2)C(=O)Nc2ncccc21. RXN SMILES: [CH2:49]1[O:50][CH2:51][CH2:52][CH2:53]1.[CH:40]([N:41]([CH2:42][CH3:43])[CH:44]([CH3:45])[CH3:46])([CH3:47])[CH3:48].[NH2:21][c:22]1[cH:23][c:24]2[c:25]([n:26][cH:27]1)[CH2:28][C:29]1([CH2:30]2)[C:31](=[O:39])[NH:32][c:33]2[n:34][cH:35][cH:36][cH:37][c:38]21.[O:1]=[c:2]1[n:3](-[c:15]2[n:16][cH:17][n:18][cH:19][cH:20]2)[c:4]2[c:5]([n:6]1[CH2:7][C:8](=[O:9])[OH:10])[cH:11][cH:12][cH:13][cH:14]2>>[O:1]=[c:2]1[n:3](-[c:15]2[n:16][cH:17][n:18][cH:19][cH:20]2)[c:4]2[c:5]([n:6]1[CH2:7][C:8](=[O:10])[NH:21][c:22]1[cH:23][c:24]3[c:25]([n:26][cH:27]1)[CH2:28][C:29]1([CH2:30]3)[C:31](=[O:39])[NH:32][c:33]3[n:34][cH:35][cH:36][cH:37][c:38]31)[cH:11][cH:12][cH:13][cH:14]2.